This data is from the Open Reaction Database (ORD), a public repository of structured organic reaction records. The task is: describe an organic reaction: reactants, conditions, products, and yield The reactants are NC=1C2=C(N=CN1)N(C=C2C2=CC=C(C=C2)OCC2=CN=NN2COC(C(C)(C)C)=O)[C@H]2CN(CC2)C(=O)OC(C)(C)C ((R)-tert-butyl 3-(4-amino-5-(4-((1-(pivaloyloxymethyl)-1H-1,2,3-triazol-5-yl)methoxy)phenyl)-7H-pyrrolo[2,3-d]pyrimidin-7-yl)pyrrolidine-1-carboxylate), C1CC(=O)N(C1=O)Br (NBS). The solvent is C(Cl)Cl (DCM). Run at temperature 0 celsius, time 2 hour. Yields the product NC=1C2=C(N=CN1)N(C(=C2C2=CC=C(C=C2)OCC2=CN=NN2COC(C(C)(C)C)=O)Br)[C@H]2CN(CC2)C(=O)OC(C)(C)C ((R)-tert-butyl 3-(4-amino-6-bromo-5-(4-((1-(pivaloyloxymethyl)-1H-1,2,3-triazol-5-yl)methoxy)phenyl)-7H-pyrrolo[2,3-d]pyrimidin-7-yl)pyrrolidine-1-carboxylate). Yield: 60.0%. RXN SMILES: [NH2:1][C:2]1[C:3]2[C:10]([C:11]3[CH:16]=[CH:15][C:14]([O:17][CH2:18][C:19]4[N:23]([CH2:24][O:25][C:26](=[O:31])[C:27]([CH3:30])([CH3:29])[CH3:28])[N:22]=[N:21][CH:20]=4)=[CH:13][CH:12]=3)=[CH:9][N:8]([C@@H:32]3[CH2:36][CH2:35][N:34]([C:37]([O:39][C:40]([CH3:43])([CH3:42])[CH3:41])=[O:38])[CH2:33]3)[C:4]=2[N:5]=[CH:6][N:7]=1.C1C(=O)N([Br:51])C(=O)C1>C(Cl)Cl>[NH2:1][C:2]1[C:3]2[C:10]([C:11]3[CH:12]=[CH:13][C:14]([O:17][CH2:18][C:19]4[N:23]([CH2:24][O:25][C:26](=[O:31])[C:27]([CH3:30])([CH3:29])[CH3:28])[N:22]=[N:21][CH:20]=4)=[CH:15][CH:16]=3)=[C:9]([Br:51])[N:8]([C@@H:32]3[CH2:36][CH2:35][N:34]([C:37]([O:39][C:40]([CH3:43])([CH3:42])[CH3:41])=[O:38])[CH2:33]3)[C:4]=2[N:5]=[CH:6][N:7]=1. Procedure: To a cooled solution of (R)-tert-butyl 3-(4-amino-5-(4-((1-(pivaloyloxymethyl)-1H-1,2,3-triazol-5-yl)methoxy)phenyl)-7H-pyrrolo[2,3-d]pyrimidin-7-yl)pyrrolidine-1-carboxylate (81) (506 mg, 0.856 mmol) in DCM (20 mL) was added NBS (167 mg, 0.942 mmol). The resulting mixture was stirred at 0° C. for 2 hr. The reaction was quenched with water and extracted with DCM (20 mL×2). The combined organic layer was dried over Na2SO4. The solvent was removed under vacuum and the residue was purified by flash...